From a dataset of the Open Reaction Database (ORD), a public repository of structured organic reaction records. describe an organic reaction: reactants, conditions, products, and yield Reactants: ice, CC=1C=C(C=NC1C=C)O (5-methyl-6-vinylpyridin-3-ol), BrCC#CC.[Na] (sodium 1-bromobut-2-yne), C([O-])([O-])=O.[Cs+].[Cs+] (cesium carbonate). Solvent: CN(C)C=O (DMF). Run at temperature 80 celsius, time 2 hour. The product is C(C#CC)OC=1C=C(C(=NC1)C=C)C (5-(but-2-yn-1-yloxy)-3-methyl-2-vinylpyridine), solid. Isolated yield 61.5%. As a reaction SMILES: [CH3:1][C:2]1[CH:3]=[C:4]([OH:10])[CH:5]=[N:6][C:7]=1[CH:8]=[CH2:9].Br[CH2:12][C:13]#[C:14][CH3:15].[Na].C(=O)([O-])[O-].[Cs+].[Cs+]>CN(C=O)C>[CH2:12]([O:10][C:4]1[CH:3]=[C:2]([CH3:1])[C:7]([CH:8]=[CH2:9])=[N:6][CH:5]=1)[C:13]#[C:14][CH3:15] |f:1.2,3.4.5,^1:15|. Reported procedure: A reaction mixture of 5-methyl-6-vinylpyridin-3-ol (100 mg, 0.00074 mmol), sodium 1-bromobut-2-yne (118 mg, 0.00088 mol, Alfa-Aesar) and cesium carbonate (361 mg, 0.0011 mol) in DMF (2 mL) was stirred for 2 h at 80° C. After completion of the reaction, reaction mixture was cooled to ambient temperature, poured into ice-cold water (10 mL) and extracted with ethyl acetate (3×10 mL). The combined organic layers were washed with brine, dried over sodium sulfate and concentrated under reduced pressur... The reactants are F[B-](F)(F)F, F[B-](F)(F)F, C=C(C)c1ccccc1, CC#N, O, O[N+]12CC[N+](F)(CC1)CC2. The product is CC(O)(CF)c1ccccc1. As a reaction SMILES: [B-:11]([F:12])([F:13])([F:14])[F:15].[B-:16]([F:17])([F:18])([F:19])[F:20].[CH3:1][C:2](=[CH2:3])[c:4]1[cH:5][cH:6][cH:7][cH:8][cH:9]1.[CH3:31][C:32]#[N:33].[OH2:10].[OH:21][N+:22]12[CH2:23][CH2:24][N+:25]([F:26])([CH2:27][CH2:28]1)[CH2:29][CH2:30]2>>[CH3:1][C:2]([CH2:3][F:12])([c:4]1[cH:5][cH:6][cH:7][cH:8][cH:9]1)[OH:10]. Reactants: NCCNC1=CC=C(OC)C=C1 (N- β-aminoethyl paraanisidine), ClC1=CC=C(C=C1)[N+](=O)[O-] (parachloronitrobenzene). Solvent: O (water). Product: COC1=CC=C(C=C1)NCCNC1=CC=C(C=C1)[N+](=O)[O-] (N- [(4-methoxy) phenyl] - N'[4-nitro phenyl] ethylene diamine). Isolated yield 278.4%. RXN SMILES: [NH2:1][CH2:2][CH2:3][NH:4][C:5]1[CH:12]=[CH:11][C:8]([O:9][CH3:10])=[CH:7][CH:6]=1.Cl[C:14]1[CH:19]=[CH:18][C:17]([N+:20]([O-:22])=[O:21])=[CH:16][CH:15]=1>O>[CH3:10][O:9][C:8]1[CH:11]=[CH:12][C:5]([NH:4][CH2:3][CH2:2][NH:1][C:14]2[CH:19]=[CH:18][C:17]([N+:20]([O-:22])=[O:21])=[CH:16][CH:15]=2)=[CH:6][CH:7]=1. Reported procedure: A mixture containing 0.1 mole (223 g) of N- β-aminoethyl paraanisidine and 0.447 mole (70.6 g) of parachloronitrobenzene is heated for 5 hours at 120°. After cooling the reaction mixture is poured into a liter of water and drying yields a crude product. This product after recrystallization in chlorobenzene, produces 80 g of N- [(4-methoxy) phenyl] - N'[4-nitro phenyl] ethylene diamine, which melts at 150°. Reactants: C1(CCCCCCC1)=CC(=O)OCC (ethyl cyclooctylideneacetate). The reagents and catalysts are [C].[Pd] (palladium-carbon). The solvent is C(C)O (ethanol). Run at time 64 hour. The product is C1(CCCCCCC1)CCO (2-Cyclooctylethanol). Yield: 88.1%. Reaction SMILES: [C:1]1(=[CH:9][C:10](OCC)=[O:11])[CH2:8][CH2:7][CH2:6][CH2:5][CH2:4][CH2:3][CH2:2]1>C(O)C.[C].[Pd]>[CH:1]1([CH2:9][CH2:10][OH:11])[CH2:8][CH2:7][CH2:6][CH2:5][CH2:4][CH2:3][CH2:2]1 |f:2.3|. Reported procedure: To a solution of ethyl cyclooctylideneacetate (969 mg) in ethanol (40 mL) was added 10% palladium-carbon (60 mg). The solution was stirred under hydrogen atmosphere at room temperature for 64 hours. The catalyst was filtered off and the filtrate was concentrated under reduced pressure. To a solution of the resulting residue (920 mg) in diethyl ether (40 mL) was added lithium aluminum hydride (132 mg) under ice cooling. The solution was stirred under ice cooling for 30 minutes and then water (0.1... Starting materials: BrC1=C(C(=O)OC)C=C(C=C1)O (methyl 2-bromo-5-hydroxybenzoate), C(C)(=O)OC(C)=O (acetic anhydride). Solvent: N1=CC=CC=C1 (pyridine). Reaction conditions: time 16 hour. Product: C(C)(=O)OC=1C=CC(=C(C(=O)OC)C1)Br (Methyl 5-acetoxy-2-bromobenzoate). Reaction SMILES: [Br:1][C:2]1[CH:11]=[CH:10][C:9]([OH:12])=[CH:8][C:3]=1[C:4]([O:6][CH3:7])=[O:5].[C:13](OC(=O)C)(=[O:15])[CH3:14]>N1C=CC=CC=1>[C:13]([O:12][C:9]1[CH:10]=[CH:11][C:2]([Br:1])=[C:3]([CH:8]=1)[C:4]([O:6][CH3:7])=[O:5])(=[O:15])[CH3:14]. Procedure: To methyl 2-bromo-5-hydroxybenzoate (20 g, 87 mmol) in pyridine (100 mL) was added acetic anhydride (10.2 g, 100 mmol) at 0° C. The mixture was stirred at ambient temperature for 16 hours, concentrated, and ethyl acetate was added. The mixture was washed with saturated NH4Cl(aq) to afford the crude title compound. 1H NMR (300 MHz, DMSO-d6) δ ppm 7.79 (d, J=8.7 Hz, 1H), 7.58 (d, J=2.8 Hz, 1H), 7.30 (dd, J=8.7, 2.8 Hz, 1H), 3.86 (s, 3H), and 2.28 (s, 3H). Starting materials: Nc1ncnc2c1c(Br)cn2CCN1CCOCC1, C1COCCO1, CC1(C)OB(c2ccc3c(c2)CCN3C(=O)Cc2cc(F)ccc2F)OC1(C)C, N#N, [Na+], O=C([O-])O, O, c1ccc(P(c2ccccc2)(c2ccccc2)[Pd](P(c2ccccc2)(c2ccccc2)c2ccccc2)(P(c2ccccc2)(c2ccccc2)c2ccccc2)P(c2ccccc2)(c2ccccc2)c2ccccc2)cc1. Yields the product Nc1ncnc2c1c(-c1ccc3c(c1)CCN3C(=O)Cc1cc(F)ccc1F)cn2CCN1CCOCC1. RXN SMILES: [Br:1][c:2]1[cH:3][n:4]([CH2:12][CH2:13][N:14]2[CH2:15][CH2:16][O:17][CH2:18][CH2:19]2)[c:5]2[n:6][cH:7][n:8][c:9]([NH2:11])[c:10]12.[CH2:134]1[O:135][CH2:136][CH2:137][O:138][CH2:139]1.[F:20][c:21]1[c:22]([CH2:28][C:29](=[O:30])[N:31]2[CH2:32][CH2:33][c:34]3[cH:35][c:36]([B:40]4[O:41][C:42]([CH3:43])([CH3:44])[C:45]([CH3:46])([CH3:47])[O:48]4)[cH:37][cH:38][c:39]32)[cH:23][c:24]([F:27])[cH:25][cH:26]1.[N:54]#[N:55].[Na+:53].[O-:49][C:50]([OH:51])=[O:52].[OH2:56].[cH:57]1[cH:58][cH:59][c:60]([P:61]([Pd:62]([P:63]([c:64]2[cH:65][cH:66][cH:67][cH:68][cH:69]2)([c:70]2[cH:71][cH:72][cH:73][cH:74][cH:75]2)[c:76]2[cH:77][cH:78][cH:79][cH:80][cH:81]2)([P:82]([c:83]2[cH:84][cH:85][cH:86][cH:87][cH:88]2)([c:89]2[cH:90][cH:91][cH:92][cH:93][cH:94]2)[c:95]2[cH:96][cH:97][cH:98][cH:99][cH:100]2)[P:101]([c:102]2[cH:103][cH:104][cH:105][cH:106][cH:107]2)([c:108]2[cH:109][cH:110][cH:111][cH:112][cH:113]2)[c:114]2[cH:115][cH:116][cH:117][cH:118][cH:119]2)([c:120]2[cH:121][cH:122][cH:123][cH:124][cH:125]2)[c:126]2[cH:127][cH:128][cH:129][cH:130][cH:131]2)[cH:132][cH:133]1>>[c:2]1(-[c:36]2[cH:35][c:34]3[c:39]([cH:38][cH:37]2)[N:31]([C:29]([CH2:28][c:22]2[c:21]([F:20])[cH:26][cH:25][c:24]([F:27])[cH:23]2)=[O:30])[CH2:32][CH2:33]3)[cH:3][n:4]([CH2:12][CH2:13][N:14]2[CH2:15][CH2:16][O:17][CH2:18][CH2:19]2)[c:5]2[n:6][cH:7][n:8][c:9]([NH2:11])[c:10]12.